The task is: describe an organic reaction: reactants, conditions, products, and yield. This data is from the Open Reaction Database (ORD), a public repository of structured organic reaction records. The reactants are C1(=CC=CC=C1)C(N1C(C(C2=CC=CC=C12)=O)=O)C1=CC=CC=C1 (1-(diphenylmethyl)-1H-indole-2,3-dione), [Cl-].[NH4+] (ammonium chloride), O1CCCC2=CC(=CC=C12)O (chroman-6-ol), solution, C(C)(C)[Mg]Cl (isopropylmagnesium chloride). Solvent: ClCCl (dichloromethane), O1CCCC1 (tetrahydrofuran), O1CCCC1 (tetrahydrofuran). Conditions: time 15 minute. Yields the product C1(=CC=CC=C1)C(N1C(C(C2=CC=CC=C12)(C1=C(C=C2CCCOC2=C1)O)O)=O)C1=CC=CC=C1 (1-(diphenylmethyl)-3-hydroxy-3-(6-hydroxy-3,4-dihydro-2H-chromen-7-yl)-1,3-dihydro-2H-indol-2-one). As a reaction SMILES: [O:1]1[C:10]2[C:5](=[CH:6][C:7]([OH:11])=[CH:8][CH:9]=2)[CH2:4][CH2:3][CH2:2]1.C([Mg]Cl)(C)C.[C:17]1([CH:23]([C:35]2[CH:40]=[CH:39][CH:38]=[CH:37][CH:36]=2)[N:24]2[C:32]3[C:27](=[CH:28][CH:29]=[CH:30][CH:31]=3)[C:26](=[O:33])[C:25]2=[O:34])[CH:22]=[CH:21][CH:20]=[CH:19][CH:18]=1.[Cl-].[NH4+]>ClCCl.O1CCCC1>[C:35]1([CH:23]([C:17]2[CH:22]=[CH:21][CH:20]=[CH:19][CH:18]=2)[N:24]2[C:32]3[C:27](=[CH:28][CH:29]=[CH:30][CH:31]=3)[C:26]([OH:33])([C:8]3[CH:9]=[C:10]4[C:5]([CH2:4][CH2:3][CH2:2][O:1]4)=[CH:6][C:7]=3[OH:11])[C:25]2=[O:34])[CH:36]=[CH:37][CH:38]=[CH:39][CH:40]=1 |f:3.4|. Procedure details: A 500 mL round-bottom flask was charged with chroman-6-ol (9.2 g, 61 mmol) and tetrahydrofuran (120 mL). A 2 M solution of isopropylmagnesium chloride in tetrahydrofuran (32.5 mL, 65.0 mmol) was added at 5° C. and the reaction mixture was stirred for 15 min and concentrated in vacuo. To the residue was added dichloromethane (180 mL), followed by a solution of 1-(diphenylmethyl)-1H-indole-2,3-dione (18.8 g, 60.0 mmol) in dichloromethane (180 mL) at 5° C. The reaction mixture was allowed to warm t... Reactants: CCOC(C)=O, O=C=NCCCCl, O=C1CCCN1, Cc1ccccc1. Yields the product O=C1CCCN1C(=O)NCCCCl. Reaction SMILES: [C:14]([O:15][CH2:16][CH3:17])(=[O:18])[CH3:19].[Cl:7][CH2:8][CH2:9][CH2:10][N:11]=[C:12]=[O:13].[O:1]=[C:2]1[NH:3][CH2:4][CH2:5][CH2:6]1.[c:20]1([CH3:21])[cH:22][cH:23][cH:24][cH:25][cH:26]1>>[O:1]=[C:2]1[N:3]([C:12]([NH:11][CH2:10][CH2:9][CH2:8][Cl:7])=[O:13])[CH2:4][CH2:5][CH2:6]1. The reactants are C(N)(=N)SC/C=C/1\CC(CC=2SC(=CC21)C2=CC(=CC=C2)Br)(C)C ((E)-2-(2-(3-Bromophenyl)-6,6-dimethyl-6,7-dihydrobenzo[b]thiophen-4(5H)-ylidene)ethyl carbamimidothioate), C(C)(C)O (iso-propanol), [OH-].[Na+] (NaOH), C(C)(C)O (iso-propanol). Run in Cl (HCl), Cl (HCl). Product: BrC=1C=C(C=CC1)C1=CC2=C(S1)CC(CC21N=C(SCC1)N)(C)C (2-(3-bromophenyl)-6,6-dimethyl-5′,6,6′,7-tetrahydro-5H-spiro[benzo[b]thiophene-4,4′-[1,3]thiazin]-2′-amine). The yield is 47.8%. As a reaction SMILES: [C:1]([S:4][CH2:5]/[CH:6]=[C:7]1\[CH2:8][C:9]([CH3:24])([CH3:23])[CH2:10][C:11]2[S:12][C:13]([C:16]3[CH:21]=[CH:20][CH:19]=[C:18]([Br:22])[CH:17]=3)=[CH:14][C:15]\1=2)(=[NH:3])[NH2:2].C(O)(C)C.[OH-].[Na+]>Cl>[Br:22][C:18]1[CH:17]=[C:16]([C:13]2[S:12][C:11]3[CH2:10][C:9]([CH3:24])([CH3:23])[CH2:8][C:7]4([CH2:6][CH2:5][S:4][C:1]([NH2:2])=[N:3]4)[C:15]=3[CH:14]=2)[CH:21]=[CH:20][CH:19]=1 |f:2.3|. Reported procedure: (E)-2-(2-(3-Bromophenyl)-6,6-dimethyl-6,7-dihydrobenzo[b]thiophen-4(5H)-ylidene)ethyl carbamimidothioate (0.31 g, 0.65 mmol) was suspended in conc. HCl (aq.) (10 mL) and iso-propanol (10 mL) and refluxed for 2 h. Further portions of iso-propanol (5 mL) and conc. HCl (aq.) (15 mL) were added and the mixture was refluxed a further 18 hr. The mixture was cooled in an ice bath and then neutralised with aqueous 2 M NaOH solution. The aqueous layer was then extracted with dichloromethane (×3). The org... Reactants: O=Cc1ccc(Br)nc1, Nc1cccc(-c2c(Cc3ccccc3)cnc3c(C(F)(F)F)cccc23)c1. Product: FC(F)(F)c1cccc2c(-c3cccc(NCc4ccc(Br)nc4)c3)c(Cc3ccccc3)cnc12. Reaction SMILES: [Br:29][c:30]1[cH:31][cH:32][c:33]([CH:36]=[O:37])[cH:34][n:35]1.[CH2:1]([c:2]1[cH:3][cH:4][cH:5][cH:6][cH:7]1)[c:8]1[cH:9][n:10][c:11]2[c:12]([C:25]([F:26])([F:27])[F:28])[cH:13][cH:14][cH:15][c:16]2[c:17]1-[c:18]1[cH:19][c:20]([NH2:24])[cH:21][cH:22][cH:23]1>>[CH2:1]([c:2]1[cH:3][cH:4][cH:5][cH:6][cH:7]1)[c:8]1[cH:9][n:10][c:11]2[c:12]([C:25]([F:26])([F:27])[F:28])[cH:13][cH:14][cH:15][c:16]2[c:17]1-[c:18]1[cH:19][c:20]([NH:24][CH2:36][c:33]2[cH:32][cH:31][c:30]([Br:29])[n:35][cH:34]2)[cH:21][cH:22][cH:23]1. The reactants are CC(CC(=O)Cl)(C)C (3,3-dimethylbutanoyl chloride), C(=O)(O)[O-].[Na+] (NaHCO3), CCN(C(C)C)C(C)C (Hunig's base), CC(C)(C)N(C([O-])=O)C[C@H]1CN(C[C@@H](C1)C)C1=NC(=NC(=C1)Cl)N (1,1-dimethylethyl[(3R,5R)-1-(2-amino-6-chloro-4-pyrimidinyl)-5-methyl-3-piperidinyl]methylcarbamate), C(=O)(C(F)(F)F)O (TFA). Run in C1(=CC=CC=C1)C (Toluene), C(Cl)Cl (CH2Cl2), C(Cl)Cl (CH2Cl2). Conditions: time 2 hour. The product is NC1=NC(=CC(=N1)N1C[C@@H](C[C@H](C1)C)N(C(CC(C)(C)C)=O)C)Cl (N-[(3R,5R)-1-(2-amino-6-chloro-4-pyrimidinyl)-5-methyl-3-piperidinyl]-N,3,3-trimethylbutanamide). The yield is 107.6%. Reaction SMILES: CC(N(C[C@@H:10]1[CH2:15][C@@H:14]([CH3:16])[CH2:13][N:12]([C:17]2[CH:22]=[C:21]([Cl:23])[N:20]=[C:19]([NH2:24])[N:18]=2)[CH2:11]1)C(=O)[O-])(C)C.C(O)(C(F)(F)F)=O.C[CH2:33][N:34](C(C)C)C(C)C.[CH3:41][C:42]([CH3:48])([CH3:47])[CH2:43][C:44](Cl)=[O:45].C([O-])(O)=O.[Na+]>C(Cl)Cl.C1(C)C=CC=CC=1>[NH2:24][C:19]1[N:18]=[C:17]([N:12]2[CH2:13][C@H:14]([CH3:16])[CH2:15][C@@H:10]([N:34]([CH3:33])[C:44](=[O:45])[CH2:43][C:42]([CH3:48])([CH3:47])[CH3:41])[CH2:11]2)[CH:22]=[C:21]([Cl:23])[N:20]=1 |f:4.5|. Procedure details: To 1,1-dimethylethyl[(3R,5R)-1-(2-amino-6-chloro-4-pyrimidinyl)-5-methyl-3-piperidinyl]methylcarbamate (75 mg, 0.211 mmol) in CH2Cl2 (2 mL) was added TFA (2 mL) and the reaction was let sit at room temperature for 2 hours. Toluene (˜15 mL) was added, and the resulting mixture was evaporated under vacuum. To the resulting residue were added CH2Cl2 (2 mL) and Hunig's base (0.18 mL, 1.05 mmol) followed by 3,3-dimethylbutanoyl chloride (0.03 mL, 0.21 mmol), and the resulting mixture was stirred over... The reactants are C1CCOC1, CCc1ccc(Nc2nc(Cl)ccc2[N+](=O)[O-])cc1, [H-], [Na+], OCc1ccccc1. Product: CCc1ccc(Nc2nc(OCc3ccccc3)ccc2[N+](=O)[O-])cc1. As a reaction SMILES: [CH2:30]1[O:31][CH2:32][CH2:33][CH2:34]1.[Cl:11][c:12]1[cH:13][cH:14][c:15]([N+:27](=[O:28])[O-:29])[c:16]([NH:18][c:19]2[cH:20][cH:21][c:22]([CH2:25][CH3:26])[cH:23][cH:24]2)[n:17]1.[H-:9].[Na+:10].[OH:1][CH2:2][c:3]1[cH:4][cH:5][cH:6][cH:7][cH:8]1>>[O:1]([CH2:2][c:3]1[cH:4][cH:5][cH:6][cH:7][cH:8]1)[c:12]1[cH:13][cH:14][c:15]([N+:27](=[O:28])[O-:29])[c:16]([NH:18][c:19]2[cH:20][cH:21][c:22]([CH2:25][CH3:26])[cH:23][cH:24]2)[n:17]1.